Dataset: the Open Reaction Database (ORD), a public repository of structured organic reaction records. Task: describe an organic reaction: reactants, conditions, products, and yield Reaction conditions: time 20 minute. Run in C(Cl)Cl (DCM), CO (MeOH), C(Cl)Cl (DCM). As a reaction SMILES: [CH:1]([S:4]([C:7]1[CH:12]=[CH:11][C:10]([C:13]2[N:14]=[C:15]3[C:21]([N:22]4[CH2:30][C:29]5[C:24](=[CH:25][CH:26]=[C:27]([C:31]#[N:32])[CH:28]=5)[C:23]4=[O:33])=[CH:20][N:19]([C:34]([C:47]4[CH:52]=[CH:51][CH:50]=[CH:49][CH:48]=4)([C:41]4[CH:46]=[CH:45][CH:44]=[CH:43][CH:42]=4)[C:35]4[CH:40]=[CH:39][CH:38]=[CH:37][CH:36]=4)[C:16]3=[N:17][CH:18]=2)=[CH:9][CH:8]=1)(=[O:6])=[O:5])([CH3:3])[CH3:2].[BH4-].[Na+].O>C(Cl)Cl.CO>[NH2:32][CH2:31][C:27]1[CH:28]=[C:29]2[C:24](=[CH:25][CH:26]=1)[C:23](=[O:33])[N:22]([C:21]1[C:15]3[C:16](=[N:17][CH:18]=[C:13]([C:10]4[CH:9]=[CH:8][C:7]([S:4]([CH:1]([CH3:3])[CH3:2])(=[O:6])=[O:5])=[CH:12][CH:11]=4)[N:14]=3)[N:19]([C:34]([C:47]3[CH:48]=[CH:49][CH:50]=[CH:51][CH:52]=3)([C:35]3[CH:36]=[CH:37][CH:38]=[CH:39][CH:40]=3)[C:41]3[CH:46]=[CH:45][CH:44]=[CH:43][CH:42]=3)[CH:20]=1)[CH2:30]2 |f:1.2|. The yield is 88.0%. Reactants: C(C)(C)S(=O)(=O)C1=CC=C(C=C1)C=1N=C2C(=NC1)N(C=C2N2C(C1=CC=C(C=C1C2)C#N)=O)C(C2=CC=CC=C2)(C2=CC=CC=C2)C2=CC=CC=C2 (2-[2-(4-isopropylsulfonylphenyl)-5-trityl-pyrrolo[2,3-b]pyrazin-7-yl]-1-oxo-isoindoline-5-carbonitrile), O (water), CoCl2, [BH4-].[Na+] (NaBH4). Product: NCC=1C=C2CN(C(C2=CC1)=O)C1=CN(C2=NC=C(N=C21)C2=CC=C(C=C2)S(=O)(=O)C(C)C)C(C2=CC=CC=C2)(C2=CC=CC=C2)C2=CC=CC=C2 (5-(aminomethyl)-2-(2-(4-(isopropylsulfonyl)phenyl)-5-trityl-5H-pyrrolo[2,3-b]pyrazin-7-yl)isoindolin-1-one). Procedure: 2-[2-(4-isopropylsulfonylphenyl)-5-trityl-pyrrolo[2,3-b]pyrazin-7-yl]-1-oxo-isoindoline-5-carbonitrile (111 mg, 0.1586 mmol) dissolved in a mixture of DCM (10 mL) and MeOH (5 mL) under N2. CoCl2 (41.18 mg, 0.3172 mmol) added and resulting green solution cooled in an ice bath. NaBH4 (60 mg, 1.586 mmol) added in one portion and the ice bath removed. After 2 h reaction re-cooled in an ice bath and water (˜5 mL) added. Mixture diluted with DCM (˜20 mL) and stirred vigorously for 20 mins. Layers sepa... Starting materials: methanolic solution, C[O-].[Na+] (sodium methylate), N1C(=O)C=CC2=CC=CC=C12 (carbostyril), Cl.OC(C(CC)NC(C)C)C1=C2CCC(NC2=C(C=C1)O)=O (5-(1-hydroxy-2-isopropylaminobutyl)-8-hydroxy-3,4-dihydrocarbostyril hydrochloride). Solvent: CO (methanol). Run at time 4 hour. Yields the product OC(C(CC)NC(C)C)C1=C2CCC(NC2=C(C=C1)OC(C1=CC=C(C=C1)C)=O)=O (5-(1-hydroxy-2-isopropylaminobutyl)-8-p-methylbenzoyloxy-3,4-dihydrocarbostyril). Reaction SMILES: Cl.[OH:2][CH:3]([C:11]1[CH:20]=[CH:19][C:18]([OH:21])=[C:17]2[C:12]=1[CH2:13][CH2:14][C:15](=[O:22])[NH:16]2)[CH:4]([NH:7][CH:8]([CH3:10])[CH3:9])[CH2:5][CH3:6].[CH3:23][O-:24].[Na+].N1[C:36]2[C:31](=[CH:32][CH:33]=[CH:34][CH:35]=2)[CH:30]=CC1=O>CO>[OH:2][CH:3]([C:11]1[CH:20]=[CH:19][C:18]([O:21][C:23](=[O:24])[C:34]2[CH:33]=[CH:32][C:31]([CH3:30])=[CH:36][CH:35]=2)=[C:17]2[C:12]=1[CH2:13][CH2:14][C:15](=[O:22])[NH:16]2)[CH:4]([NH:7][CH:8]([CH3:10])[CH3:9])[CH2:5][CH3:6] |f:0.1,2.3|. Procedure details: 3.28 g of 5-(1-hydroxy-2-isopropylaminobutyl)-8-hydroxy-3,4-dihydrocarbostyril hydrochloride was dissolved in 50 ml of methanol, and a 20% methanolic solution of sodium methylate was added to the solution in an amount of 2 moles per mole of the starting carbostyril compound. The mixture was then concentrated to dryness, and the residue was dissolved in dimethylformamide. 1.7 g of p-toluylic acid chloride was added to the solution while cooling with ice-water and the mixture was stirred for 4 hou... Reaction conditions: temperature 110 celsius, time 12 hour. The product is C(=O)(O)C1=CC=C(CC(CCC2=CC=C(C(=O)O)C=C2)\C=C\C2=C(C=CC=C2)OCC2=CC=C(C=C2)C(C(F)(F)F)(C(F)(F)F)F)C=C1 (4-{(4E)-3-(4-Carboxybenzyl)-5-[2-({4-[1,2,2,2-tetrafluoro-1-(trifluoromethyl)ethyl]benzyl}oxy)-phenyl]pent-4-en-1-yl}benzoic Acid). Reaction SMILES: C(C1C=[CH:47][C:6]([CH2:7][CH:8](/[CH:21]=[CH:22]/[C:23]2[CH:28]=[CH:27][CH:26]=[CH:25][C:24]=2[O:29][CH2:30][C:31]2[CH:36]=[CH:35][C:34]([C:37]([F:46])([C:42]([F:45])([F:44])[F:43])[C:38]([F:41])([F:40])[F:39])=[CH:33][CH:32]=2)[CH2:9][CH2:10][C:11]2[CH:20]=[CH:19][C:14]([C:15]([O:17]C)=[O:16])=[CH:13][CH:12]=2)=[CH:5][CH:4]=1)#N.[OH-:49].[K+].Cl.[CH2:52]([OH:55])[CH2:53][CH3:54]>O>[C:52]([C:53]1[CH:4]=[CH:5][C:6]([CH2:7][CH:8](/[CH:21]=[CH:22]/[C:23]2[CH:28]=[CH:27][CH:26]=[CH:25][C:24]=2[O:29][CH2:30][C:31]2[CH:36]=[CH:35][C:34]([C:37]([F:46])([C:38]([F:41])([F:39])[F:40])[C:42]([F:45])([F:43])[F:44])=[CH:33][CH:32]=2)[CH2:9][CH2:10][C:11]2[CH:12]=[CH:13][C:14]([C:15]([OH:17])=[O:16])=[CH:19][CH:20]=2)=[CH:47][CH:54]=1)([OH:49])=[O:55] |f:1.2|. Reactants: C(#N)C1=CC=C(CC(CCC2=CC=C(C(=O)OC)C=C2)\C=C\C2=C(C=CC=C2)OCC2=CC=C(C=C2)C(C(F)(F)F)(C(F)(F)F)F)C=C1 (methyl 4-{(4E)-3-(4-cyanobenzyl)-5-[2-({4-[1,2,2,2-tetrafluoro-1-(trifluoromethyl)ethyl]benzyl}oxy)phenyl]pent-4-en-1-yl}benzoate), [OH-].[K+] (potassium hydroxide), C(CC)O (1-propanol), Cl (hydrochloric acid). Solvent: O (water). Procedure: A solution of 170 mg (0.25 mmol) of methyl 4-{(4E)-3-(4-cyanobenzyl)-5-[2-({4-[1,2,2,2-tetrafluoro-1-(trifluoromethyl)ethyl]benzyl}oxy)phenyl]pent-4-en-1-yl}benzoate in 3 ml of 1-propanol and 2 ml of water is mixed with 427 mg (7.6 mmol) of potassium hydroxide and stirred at 110° C. for 12 h. After cooling, the mixture is acidified with 1 M hydrochloric acid, and the crystals which have separated out are filtered off with suction, washed several times with water and dried. 135 mg (0.2 mmol, 79% ...